Dataset: the Open Reaction Database (ORD), a public repository of structured organic reaction records. Task: describe an organic reaction: reactants, conditions, products, and yield Reactants: C1CCOC1, O=C(NCc1ccccc1)C1[NH2+]CCCC1c1ccccc1, O=C([O-])C(F)(F)F. Product: c1ccc(CNCC2NCCCC2c2ccccc2)cc1. RXN SMILES: [CH2:30]1[O:31][CH2:32][CH2:33][CH2:34]1.[CH2:8]([c:9]1[cH:10][cH:11][cH:12][cH:13][cH:14]1)[NH:15][C:16](=[O:17])[CH:18]1[NH2+:19][CH2:20][CH2:21][CH2:22][CH:23]1[c:24]1[cH:25][cH:26][cH:27][cH:28][cH:29]1.[F:1][C:2]([F:3])([F:4])[C:5]([O-:6])=[O:7]>>[CH2:8]([c:9]1[cH:10][cH:11][cH:12][cH:13][cH:14]1)[NH:15][CH2:16][CH:18]1[NH:19][CH2:20][CH2:21][CH2:22][CH:23]1[c:24]1[cH:25][cH:26][cH:27][cH:28][cH:29]1.